Task: describe an organic reaction: reactants, conditions, products, and yield. Dataset: the Open Reaction Database (ORD), a public repository of structured organic reaction records Starting materials: C1COCCN1, CCN(C(C)C)C(C)C, COc1ccc2nc(Cl)cc(Cl)c2c1, O, OCCO. Product: COc1ccc2nc(Cl)cc(N3CCOCC3)c2c1. RXN SMILES: [CH2:15]1[CH2:16][O:17][CH2:18][CH2:19][NH:20]1.[CH:21]([N:22]([CH2:23][CH3:24])[CH:25]([CH3:26])[CH3:27])([CH3:28])[CH3:29].[Cl:1][c:2]1[n:3][c:4]2[cH:5][cH:6][c:7]([O:13][CH3:14])[cH:8][c:9]2[c:10]([Cl:12])[cH:11]1.[OH2:34].[OH:30][CH2:31][CH2:32][OH:33]>>[Cl:1][c:2]1[n:3][c:4]2[cH:5][cH:6][c:7]([O:13][CH3:14])[cH:8][c:9]2[c:10]([N:20]2[CH2:15][CH2:16][O:17][CH2:18][CH2:19]2)[cH:11]1. Reaction conditions: time 24 hour. Yields the product COC1=CC=C(C=C1)C1=CC=C(C=C1)C (4-methoxy-4′-methylbiphenyl). Yield: 92.0%. Procedure details: Using a THF solution of p-tolylmagnesium bromide (1.18 mL, 1.02 M, 1.2 mmol) and 1-methoxy-4-chlorobenzene (142.6 mg, 1.0 mmol) as starting materials, the reaction was performed at a scale of 1.0 mmol at 60° C. for 24 hours in the same manner as in Example 2. After performing silica gel column chromatography (toluene=15, 30 and 50% in hexane), the above compound was obtained as a white solid (0.182 g, yield=92%, purity=>99% (GC analysis)). Run in CCCCCC (hexane). RXN SMILES: C1COCC1.[C:6]1([CH3:14])[CH:11]=[CH:10][C:9]([Mg]Br)=[CH:8][CH:7]=1.[CH3:15][O:16][C:17]1[CH:22]=[CH:21][C:20](Cl)=[CH:19][CH:18]=1.C1(C)C=CC=CC=1>CCCCCC>[CH3:15][O:16][C:17]1[CH:22]=[CH:21][C:20]([C:9]2[CH:10]=[CH:11][C:6]([CH3:14])=[CH:7][CH:8]=2)=[CH:19][CH:18]=1. Starting materials: C1CCOC1 (THF), C1(=CC=CC=C1)C (toluene), C1(=CC=C(C=C1)[Mg]Br)C (p-tolylmagnesium bromide), COC1=CC=C(C=C1)Cl (1-methoxy-4-chlorobenzene). Reactants: C(#C)C1=CC=C(C=C1)C1C(C1)C(=O)OC (methyl 2-(4-ethynylphenyl)cyclopropanecarboxylate), IC1=C(C=CC=C1)C (1-iodo-2-methylbenzene). Isolated yield 39.0%. The product is C1(=C(C=CC=C1)C#CC1=CC=C(C=C1)C1C(C1)C(=O)OC)C (Methyl 2-(4-(o-tolylethynyl)phenyl)cyclopropanecarboxylate), pale yellow solid. Procedure: The title compound was prepared from methyl 2-(4-ethynylphenyl)cyclopropanecarboxylate (80 mg, 0.40 mmol) and 1-iodo-2-methylbenzene (113 mg, 0.56 mmol) according to the general procedure IF to give 45 mg (39%) of a pale yellow solid after purification by flash chromatography (SiO2, EtOAc:PE, 1:10): Rf=0.41 (EtOAc:PE, 1:4); 1H NMR (CDCl3) δ 7.52-7.41 (m, 3H), 7.25-7.20 (m, 2H), 7.20-7.12 (m, 1H), 7.07 (d, J=8.2 Hz, 2H), 3.72 (s, 3H), 2.57-2.51 (m, 1H), 2.50 (s, 3H), 1.92 (ddd, J=8.5, 5.3, 4.2 Hz... As a reaction SMILES: [C:1]([C:3]1[CH:8]=[CH:7][C:6]([CH:9]2[CH2:11][CH:10]2[C:12]([O:14][CH3:15])=[O:13])=[CH:5][CH:4]=1)#[CH:2].I[C:17]1[CH:22]=[CH:21][CH:20]=[CH:19][C:18]=1[CH3:23]>>[C:18]1([CH3:23])[CH:19]=[CH:20][CH:21]=[CH:22][C:17]=1[C:2]#[C:1][C:3]1[CH:8]=[CH:7][C:6]([CH:9]2[CH2:11][CH:10]2[C:12]([O:14][CH3:15])=[O:13])=[CH:5][CH:4]=1. Reactants: CS(=O)C (DMSO), [H-].[Na+] (NaH), oil, CC1=NC=C(C=O)C=C1 (6-methylnicotinaldehyde), [I-].C[S+](C)C (Trimethylsulfonium iodide), ice water. Run in C1CCOC1 (THF), C1CCOC1 (THF). Reaction conditions: temperature 65 celsius, time 10 minute. The product is crude product, CC1=NC=C(C=C1)C1OC1 (2-methyl-5-(oxiran-2-yl)pyridine). Isolated yield 137.9%. RXN SMILES: CS(C)=O.[H-].[Na+].[I-].[CH3:8][S+](C)C.[CH3:12][C:13]1[CH:20]=[CH:19][C:16]([CH:17]=[O:18])=[CH:15][N:14]=1>C1COCC1>[CH3:12][C:13]1[CH:20]=[CH:19][C:16]([CH:17]2[CH2:8][O:18]2)=[CH:15][N:14]=1 |f:1.2,3.4|. Procedure details: The title compound was prepared by following general procedure 3. DMSO (4mL) was added to NaH 60% dispersion in oil (0.314 g, 7.8 mmol, 1.3 equiv.) and heated to 65° C. for 1 h. THF (10mL) was added at the same temperature and heated for another 10 min. After 10 min., the reaction mixture was cooled to 0° C. Trimethylsulfonium iodide (1.2 g, 5.9 mmol, 1 equiv.) was added and stirred for 10 min. and then a solution of 6-methylnicotinaldehyde (0.720 g, 5.9 mmol, 1 equiv.) in THF was added dropwise... Reactants: Cl.COC([C@@H](N)C)=O (L-Alanine methyl ester hydrochloride), ClC(Cl)(Cl)OC(=O)Cl (trichloromethylchloroformate). Run in O1CCOCC1 (1,4-dioxane). Run at temperature 55 celsius. Yields the product desired intermediate, COC(C(C)N=C=O)=O (2-isocyanatopropionic acid methyl ester). The yield is 83.6%. RXN SMILES: Cl.[CH3:2][O:3][C:4](=[O:8])[C@H:5]([CH3:7])[NH2:6].Cl[C:10]([O:13]C(Cl)=O)(Cl)Cl>O1CCOCC1>[CH3:2][O:3][C:4](=[O:8])[CH:5]([N:6]=[C:10]=[O:13])[CH3:7] |f:0.1|. Reported procedure: L-Alanine methyl ester hydrochloride (6.00 g., 42.99 mmole) was slurried in anhydrous 1,4-dioxane (125 ml.), treated with trichloromethylchloroformate (7.8 ml., 64.66 mmole) and heated at 55° C. for 20.5 hours. The excess trichloromethylchloroformate and 1,4-dioxane were removed from the reaction mixture by distillation under slightly reduced pressure. The resultant residue was subjected to distillation to afford the desired intermediate 2-isocyanatopropionic acid methyl ester (4.64 g., 83.6% yi... Starting materials: c12n(cccn2)ncc1Br, C1[C@H](N(c2c(cccn2)C)C(=O)c2ccc(cc2)B2OC(C(O2)(C)C)(C)C)CCCN1C(OC(C)(C)C)=O. Reagents/catalysts: c1ccc(cc1)-c2c3ccccc3cc4ccccc24 (9-Phenylanthracene), [OH-].[Na+]Â Â  (NaOH), O (water), P([C@]12C[C@@H]3C[C@H](C2)C[C@@H](C1)C3)([C@]12C[C@@H]3C[C@@H](C2)C[C@@H](C1)C3)CCCC (cataCXium A), C(O[Pd]OC(C)=O)(C)=O (Pd(OAc)2). The solvent is CO (MeOH). Reaction conditions: temperature 80 celsius, time 18 hour. Product: Cc1cccnc1N([C@@H]2CCCN(C2)C(=O)OC(C)(C)C)C(=O)c3ccc(cc3)c4cnn5cccnc45. As a reaction SMILES: [CH3:1][c:2]1[c:7]([N:8]([C:22]([c:24]2[cH:29][cH:28][c:27](B3OC(C)(C)C(C)(C)O3)[cH:26][cH:25]2)=[O:23])[C@H:9]4[CH2:14][N:13]([C:15]([O:17][C:18]([CH3:21])([CH3:20])[CH3:19])=[O:16])[CH2:12][CH2:11][CH2:10]4)[n:6][cH:5][cH:4][cH:3]1.Br[c:30]1[c:38]([n:33]2[n:32][cH:31]1)[n:37][cH:36][cH:35][cH:34]2>>[CH3:1][c:2]1[c:7]([N:8]([C:22]([c:24]2[cH:29][cH:28][c:27]([c:30]3[c:38]([n:33]4[n:32][cH:31]3)[n:37][cH:36][cH:35][cH:34]4)[cH:26][cH:25]2)=[O:23])[C@H:9]5[CH2:14][N:13]([C:15]([O:17][C:18]([CH3:21])([CH3:20])[CH3:19])=[O:16])[CH2:12][CH2:11][CH2:10]5)[n:6][cH:5][cH:4][cH:3]1. The reactants are CCCCCCCC(=O)OOC(C)(C)C (tert-butyl peroctoate), C(C=1C(C(=O)OCCCC)=CC=CC1)(=O)OCCCC (dibutyl phthalate). Reaction conditions: time 8 hour. Product: C(C(=C)C)(=O)OCCO (hydroxyethyl methacrylate). RXN SMILES: CCCCCCCC(OOC(C)(C)C)=[O:9].C(OCCCC)(=O)[C:17]1[C:18](=[CH:26]C=CC=1)[C:19]([O:21][CH2:22][CH2:23]CC)=[O:20]>>[C:19]([O:21][CH2:22][CH2:23][OH:9])(=[O:20])[C:18]([CH3:17])=[CH2:26]. Reported procedure: 2 h after the end of the addition, 1 g of tert-butyl peroctoate is fed in. The total polymerization time is 8 h. After the end of polymerization, the mixture is diluted with 590.0 g of dibutyl phthalate. An almost clear, viscous solution is obtained. The reactants are [Al+3], C1CCOC1, [H-], [H-], [H-], [H-], [Li+], O=C(c1ccc2[nH]cnc2c1)N1CCOCC1. Yields the product c1nc2cc(CN3CCOCC3)ccc2[nH]1. Reaction SMILES: [Al+3:19].[CH2:24]1[O:25][CH2:26][CH2:27][CH2:28]1.[H-:18].[H-:21].[H-:22].[H-:23].[Li+:20].[nH:1]1[cH:2][n:3][c:4]2[c:5]1[cH:6][cH:7][c:8]([C:10](=[O:11])[N:12]1[CH2:13][CH2:14][O:15][CH2:16][CH2:17]1)[cH:9]2>>[nH:1]1[cH:2][n:3][c:4]2[c:5]1[cH:6][cH:7][c:8]([CH2:10][N:12]1[CH2:13][CH2:14][O:15][CH2:16][CH2:17]1)[cH:9]2. Yields the product O=C1CC(c2ccccc2)Cc2nccc(Cl)c21. Starting materials: O=P(Cl)(Cl)Cl, O=C1CC(c2ccccc2)Cc2[nH]ccc(=O)c21. Reaction SMILES: [P:1]([Cl:2])([Cl:3])([Cl:4])=[O:5].[c:6]1([CH:12]2[CH2:13][C:14](=[O:23])[c:15]3[c:16](=[O:22])[cH:17][cH:18][nH:19][c:20]3[CH2:21]2)[cH:7][cH:8][cH:9][cH:10][cH:11]1>>[Cl:3][c:16]1[c:15]2[c:20]([n:19][cH:18][cH:17]1)[CH2:21][CH:12]([c:6]1[cH:7][cH:8][cH:9][cH:10][cH:11]1)[CH2:13][C:14]2=[O:23]. Isolated yield 80.0%. Product: Br.Br.Br.N1=CC(=CC=C1)CN1[C@H]2CN[C@@H](C1)C2 ((1R,4R)-2-(3-pyridinylmethyl)-2,5-diazabicyclo[2.2.1]heptane trihydrobromide). As a reaction SMILES: CC1C=CC(S([N:11]2[CH2:16][C@H:15]3[CH2:17][C@@H:12]2[CH2:13][N:14]3[CH2:18][C:19]2[CH:20]=[N:21][CH:22]=[CH:23][CH:24]=2)(=O)=O)=CC=1.[BrH:25].C(O)(=O)C>C(O)(=O)C>[BrH:25].[BrH:25].[BrH:25].[N:21]1[CH:22]=[CH:23][CH:24]=[C:19]([CH2:18][N:14]2[CH2:13][C@H:12]3[CH2:17][C@@H:15]2[CH2:16][NH:11]3)[CH:20]=1 |f:1.2,4.5.6.7|. Reactants: CC1=CC=C(C=C1)S(=O)(=O)N1[C@H]2CN([C@@H](C1)C2)CC=2C=NC=CC2 ((1R,4R)-2-[(4-methylphenyl)sulfonyl]-5-(3-pyridinylmethyl)-2,5-diazabicyclo[2.2.1]heptane), Br.C(C)(=O)O (HBr acetic acid). Procedure: The product from Example 20A (320 mg, 0.9 mmol) in acetic acid (3.4 mL) and 33% HBr/acetic acid (7 mL) was heated to 70° C. for 18 hours. After cooling to ambient temperature, the precipitate was filtered, washed with ether, and dried. The resulting solids were recrystallized from EtOH/EtOAc to provide the title compound (332 mg, 80%). 1H NMR (DMSO-d6, 300 MHz) δ 2.22 (m, 1H), 2.47 (m, 1H), 3.29-3.48 (m, 2H), 3.35 (m, 1H), 3.69 (m, 1H), 4.19-4.53 (m, 2H), 5.59 (m, 2H), 8.05 (m, 1H), 8.62 (m, 1H)... Run in C(C)(=O)O (acetic acid).